This data is from the Open Reaction Database (ORD), a public repository of structured organic reaction records. The task is: describe an organic reaction: reactants, conditions, products, and yield The reactants are Cc1nc(C(=O)Nc2cc(Br)cc3[nH]ncc23)cs1, O=C([O-])[O-], N#Cc1cccc(B(O)O)c1, C1COCCO1, [K+], [K+]. Yields the product Cc1nc(C(=O)Nc2cc(-c3cccc(C#N)c3)cc3[nH]ncc23)cs1. As a reaction SMILES: [Br:18][c:19]1[cH:20][c:21]([NH:28][C:29](=[O:30])[c:31]2[n:32][c:33]([CH3:36])[s:34][cH:35]2)[c:22]2[cH:23][n:24][nH:25][c:26]2[cH:27]1.[C:12](=[O:13])([O-:14])[O-:15].[C:1](#[N:2])[c:3]1[cH:4][c:5]([B:9]([OH:10])[OH:11])[cH:6][cH:7][cH:8]1.[CH2:37]1[O:38][CH2:39][CH2:40][O:41][CH2:42]1.[K+:16].[K+:17]>>[C:1](#[N:2])[c:3]1[cH:4][c:5](-[c:19]2[cH:20][c:21]([NH:28][C:29](=[O:30])[c:31]3[n:32][c:33]([CH3:36])[s:34][cH:35]3)[c:22]3[cH:23][n:24][nH:25][c:26]3[cH:27]2)[cH:6][cH:7][cH:8]1. Starting materials: CC(C)=O, N#Cc1ccc(OCCCCCCl)cc1, [I-], [Na+]. The product is N#Cc1ccc(OCCCCCI)cc1. As a reaction SMILES: [CH3:18][C:19](=[O:20])[CH3:21].[Cl:1][CH2:2][CH2:3][CH2:4][CH2:5][CH2:6][O:7][c:8]1[cH:9][cH:10][c:11]([C:12]#[N:13])[cH:14][cH:15]1.[I-:17].[Na+:16]>>[CH2:2]([CH2:3][CH2:4][CH2:5][CH2:6][O:7][c:8]1[cH:9][cH:10][c:11]([C:12]#[N:13])[cH:14][cH:15]1)[I:17]. The product is O=C1c2ccc(Oc3ccc(Cl)cc3)nc2OCCN1Cc1ccccc1. As a reaction SMILES: [C:29](=[O:30])([O-:31])[O-:32].[CH2:1]([c:2]1[cH:3][cH:4][cH:5][cH:6][cH:7]1)[N:8]1[CH2:9][CH2:10][O:11][c:12]2[c:13]([cH:16][cH:17][c:18]([F:20])[n:19]2)[C:14]1=[O:15].[K+:33].[K+:34].[O:35]=[CH:36][N:37]([CH3:38])[CH3:39].[OH2:40].[OH:21][c:22]1[cH:23][cH:24][c:25]([Cl:26])[cH:27][cH:28]1>>[CH2:1]([c:2]1[cH:3][cH:4][cH:5][cH:6][cH:7]1)[N:8]1[CH2:9][CH2:10][O:11][c:12]2[c:13]([cH:16][cH:17][c:18]([O:21][c:22]3[cH:23][cH:24][c:25]([Cl:26])[cH:27][cH:28]3)[n:19]2)[C:14]1=[O:15]. Reactants: O=C([O-])[O-], O=C1c2ccc(F)nc2OCCN1Cc1ccccc1, [K+], [K+], CN(C)C=O, O, Oc1ccc(Cl)cc1. Product: CN(C)c1ccccc1CC(O)(c1ccccc1)c1ccccc1. Starting materials: [Li]CCCC, C=C(C)c1ccccc1, Cc1ccccc1N(C)C, COC1CCCC1, CCCCCC, CC(=O)O, CCOCC, CCCCCC, O=C(c1ccccc1)c1ccccc1, O. Reaction SMILES: [CH2:33]([Li:34])[CH2:35][CH2:36][CH3:37].[CH3:11][C:12]([c:13]1[cH:14][cH:15][cH:16][cH:17][cH:18]1)=[CH2:19].[CH3:1][N:2]([c:3]1[c:4]([CH3:9])[cH:5][cH:6][cH:7][cH:8]1)[CH3:10].[CH3:20][O:21][CH:22]1[CH2:23][CH2:24][CH2:25][CH2:26]1.[CH3:27][CH2:28][CH2:29][CH2:30][CH2:31][CH3:32].[CH3:52][C:53](=[O:54])[OH:55].[CH3:57][CH2:58][O:59][CH2:60][CH3:61].[CH3:62][CH2:63][CH2:64][CH2:65][CH2:66][CH3:67].[O:38]=[C:39]([c:40]1[cH:41][cH:42][cH:43][cH:44][cH:45]1)[c:46]1[cH:47][cH:48][cH:49][cH:50][cH:51]1.[OH2:56]>>[CH3:1][N:2]([c:3]1[c:4]([CH2:9][C:39]([OH:38])([c:40]2[cH:41][cH:42][cH:43][cH:44][cH:45]2)[c:46]2[cH:47][cH:48][cH:49][cH:50][cH:51]2)[cH:5][cH:6][cH:7][cH:8]1)[CH3:10]. The reactants are ClC=1C(=NC=CC1)N1C[C@@H](C(=CC1)C(=O)NC1=CC=C(C=C1)S(=O)(=O)C(F)(F)F)C ((3R)-3′-chloro-3-methyl-N-{4-[(trifluoromethyl)sulfonyl]phenyl}-3,6-dihydro-2H-1,2′-bipyridine-4-carboxamide), CO (CH3OH), product, N (NH3). Yields the product C[C@H]1CN(CC=C1C(=O)NC1=CC=C(C=C1)S(=O)(=O)C(F)(F)F)C1=NC=CC=C1C ((3R)-3,3′-dimethyl-N-{4-[(trifluoromethyl)sulfonyl]phenyl}-3,6-dihydro-2H-1,2′-bipyridine-4-carboxamide). Yield: 54.0%. Reaction SMILES: Cl[C:2]1[C:3]([N:8]2[CH2:13][CH:12]=[C:11]([C:14]([NH:16][C:17]3[CH:22]=[CH:21][C:20]([S:23]([C:26]([F:29])([F:28])[F:27])(=[O:25])=[O:24])=[CH:19][CH:18]=3)=[O:15])[C@@H:10]([CH3:30])[CH2:9]2)=[N:4][CH:5]=[CH:6][CH:7]=1.N.[CH3:32]O>>[CH3:30][C@@H:10]1[C:11]([C:14]([NH:16][C:17]2[CH:22]=[CH:21][C:20]([S:23]([C:26]([F:29])([F:28])[F:27])(=[O:25])=[O:24])=[CH:19][CH:18]=2)=[O:15])=[CH:12][CH2:13][N:8]([C:3]2[C:2]([CH3:32])=[CH:7][CH:6]=[CH:5][N:4]=2)[CH2:9]1. Procedure details: The title compound (51 mg, 54%) was prepared using similar procedure as described in Example 3, substituting the product from Example 5 for the product from Example 1G. 1H NMR (300 MHz, CDCl3) δ 8.19-8.17 (m, 1H), 8.00 (d, 2H, J=9.2 Hz), 7.90 (d, 2H, J=9.2 Hz), 7.86 (br s, 1H), 7.47-7.43 (m, 1H), 6.91 (dd, 1H, J=7.1, 4.8 Hz), 6.68 (dd, 1H, J=3.4, 3.4 Hz), 3.94 (app t, 2H, J=2.4 Hz), 3.23 (app d, 2H, J=4.1 Hz), 3.10-2.99 (m, 1H), 2.35 (s, 3H), 1.27 (d, 3H, J=7.1 Hz); MS (DCI/NH3) m/e 440 (M+H)+; ... Starting materials: OC1(CCN(CC1)C=1C=C2C(=NC1C#N)C=CN2C)C (6-(4-hydroxy-4-methylpiperidin-1-yl)-1-methyl-1H-pyrrolo[3,2-b]pyridine-5-carbonitrile), [BH4-].[Na+] (Sodium borohydride), C[Mg]Br (methylmagnesium bromide), CCOCC (ether). The solvent is C1CCOC1 (THF). Reaction conditions: temperature 0 celsius, time 2.5 hour. Yields the product NC(C)C1=C(C=C2C(=N1)C=CN2C)N2CCC(CC2)(O)C (1-(5-(1-Aminoethyl)-1-methyl-1H-pyrrolo[3,2-b]pyridin-6-yl)-4-methylpiperidin-4-ol). Reaction SMILES: [OH:1][C:2]1([CH3:20])[CH2:7][CH2:6][N:5]([C:8]2[CH:9]=[C:10]3[N:18]([CH3:19])[CH:17]=[CH:16][C:11]3=[N:12][C:13]=2[C:14]#[N:15])[CH2:4][CH2:3]1.[CH3:21][Mg]Br.CCOCC.[BH4-].[Na+]>C1COCC1>[NH2:15][CH:14]([C:13]1[N:12]=[C:11]2[CH:16]=[CH:17][N:18]([CH3:19])[C:10]2=[CH:9][C:8]=1[N:5]1[CH2:6][CH2:7][C:2]([CH3:20])([OH:1])[CH2:3][CH2:4]1)[CH3:21] |f:3.4|. Procedure details: To a solution of 6-(4-hydroxy-4-methylpiperidin-1-yl)-1-methyl-1H-pyrrolo[3,2-b]pyridine-5-carbonitrile (245 mg, 0.906 mmol) in THF (5 mL) at 0° C. was slowly added 3M methylmagnesium bromide in ether (1.21 mL, 3.63 mmol). The resulting yellow solution was stirred at 0° C. for 2.5 hours. The reaction was quenched with MeOH (5 mL) and stirred for 15 minutes at RT. Sodium borohydride (68.6 mg, 1.81 mmol) was added. The reaction was stirred for 1 hour, quenched with 1M HCl (5 mL), and then stirred ... Reactants: C1(=CC=CC=C1)CCS(=O)(=O)N1CCC(CC1)CN (C-[1-(2-phenyl-ethanesulfonyl)-piperidin-4-yl]-methylamine), COC(=O)C1=NC=CN=C1Br (3-bromo-pyrazin-2-carboxylic acid methyl ester), C(C)(CC)[BH-](C(C)CC)C(C)CC.[Li+] (lithium tri-sec-butylborohydride). The solvent is C1CCOC1 (THF). Product: CC=1C(=NC=CN1)NCC1CCN(CC1)S(=O)(=O)CCC1=CC=CC=C1 ((3-Methyl-pyrazin-2-yl)-[1-(2-phenyl-ethanesulfonyl)-piperidin-4-ylmethyl]-amine). Reaction SMILES: [C:1]1([CH2:7][CH2:8][S:9]([N:12]2[CH2:17][CH2:16][CH:15]([CH2:18][NH2:19])[CH2:14][CH2:13]2)(=[O:11])=[O:10])[CH:6]=[CH:5][CH:4]=[CH:3][CH:2]=1.CO[C:22]([C:24]1[C:29](Br)=[N:28][CH:27]=[CH:26][N:25]=1)=O.C([BH-](C(CC)C)C(CC)C)(CC)C.[Li+]>C1COCC1>[CH3:22][C:24]1[C:29]([NH:19][CH2:18][CH:15]2[CH2:14][CH2:13][N:12]([S:9]([CH2:8][CH2:7][C:1]3[CH:6]=[CH:5][CH:4]=[CH:3][CH:2]=3)(=[O:10])=[O:11])[CH2:17][CH2:16]2)=[N:28][CH:27]=[CH:26][N:25]=1 |f:2.3|. Procedure: EXAMPLE 97 was prepared from C-[1-(2-phenyl-ethanesulfonyl)-piperidin-4-yl]-methylamine and 3-bromo-pyrazin-2-carboxylic acid methyl ester followed by reduction with lithium tri-sec-butylborohydride at 0° C. in THF: MS (m+1)=375.5.